Dataset: the Open Reaction Database (ORD), a public repository of structured organic reaction records. Task: describe an organic reaction: reactants, conditions, products, and yield Starting materials: C(C1=CC=CC=C1)OC1=NC=CC=C1C=1C=C(C(=C(C1)NC(C1=CC(=C(C=C1)NCC(F)(F)F)F)=O)OC)C(C)(C)C (N-[5-(2-benzyloxy-pyridin-3-yl)-3-tert-butyl-2-methoxy-phenyl]-3-fluoro-4-(2,2,2-trifluoro-ethylamino)-benzamide). The reagents and catalysts are [OH-].[Pd+2].[OH-] (palladium (II) hydroxide). Solvent: CO.CCOC(=O)C (MeOH EtOAc). Run at time 1.5 hour. Product: C(C)(C)(C)C=1C(=C(C=C(C1)C=1C(NC=CC1)=O)NC(C1=CC(=C(C=C1)NCC(F)(F)F)F)=O)OC (N-[3-tert-Butyl-2-methoxy-5-(2-oxo-1,2-dihydro-pyridin-3-yl)-phenyl]-3-fluoro-4-(2,2,2-trifluoro-ethylamino)-benzamide). RXN SMILES: C([O:8][C:9]1[C:14]([C:15]2[CH:16]=[C:17]([C:39]([CH3:42])([CH3:41])[CH3:40])[C:18]([O:37][CH3:38])=[C:19]([NH:21][C:22](=[O:36])[C:23]3[CH:28]=[CH:27][C:26]([NH:29][CH2:30][C:31]([F:34])([F:33])[F:32])=[C:25]([F:35])[CH:24]=3)[CH:20]=2)=[CH:13][CH:12]=[CH:11][N:10]=1)C1C=CC=CC=1>CO.CCOC(C)=O.[OH-].[Pd+2].[OH-]>[C:39]([C:17]1[C:18]([O:37][CH3:38])=[C:19]([NH:21][C:22](=[O:36])[C:23]2[CH:28]=[CH:27][C:26]([NH:29][CH2:30][C:31]([F:33])([F:32])[F:34])=[C:25]([F:35])[CH:24]=2)[CH:20]=[C:15]([C:14]2[C:9](=[O:8])[NH:10][CH:11]=[CH:12][CH:13]=2)[CH:16]=1)([CH3:42])([CH3:40])[CH3:41] |f:1.2,3.4.5|. Procedure details: step 4—To a solution of 320 (86 mg, 0.148 mmol) in a mixture of MeOH/EtOAc (2 mL and 1 mL, respectively) at RT was added 20% palladium (II) hydroxide on carbon (moist) (9 mg, 10 wt. %). The reaction mixture was stirred under 1 atm of H2 for 1.5 h. The reaction mixture was filtered through a plug of CELITE and the pad washed with EtOAc. The filtrate was concentrated to afford 72 mg (99%) of I-251 as a light pink solid. Reactants: CCCc1nc2c(N)nc3cc(Br)ccc3c2n1NC(C)C, CCCO, [Na+], [Na+], O=C([O-])[O-], CC(=O)[O-], CC(=O)[O-], O, OB(O)c1ccccc1, [Pd+2], c1ccc(P(c2ccccc2)c2ccccc2)cc1. Yields the product CCCc1nc2c(N)nc3cc(-c4ccccc4)ccc3c2n1NC(C)C. As a reaction SMILES: [Br:1][c:2]1[cH:3][cH:4][c:5]2[c:6]3[c:7]([c:8]([NH2:12])[n:9][c:10]2[cH:11]1)[n:13][c:14]([CH2:20][CH2:21][CH3:22])[n:15]3[NH:16][CH:17]([CH3:18])[CH3:19].[CH2:57]([OH:58])[CH2:59][CH3:60].[Na+:51].[Na+:52].[O-:53][C:54](=[O:55])[O-:56].[O-:62][C:63]([CH3:64])=[O:65].[O-:66][C:67]([CH3:68])=[O:69].[OH2:70].[OH:23][B:24]([OH:25])[c:26]1[cH:27][cH:28][cH:29][cH:30][cH:31]1.[Pd+2:61].[c:32]1([P:33]([c:34]2[cH:35][cH:36][cH:37][cH:38][cH:39]2)[c:40]2[cH:41][cH:42][cH:43][cH:44][cH:45]2)[cH:46][cH:47][cH:48][cH:49][cH:50]1>>[c:2]1(-[c:26]2[cH:27][cH:28][cH:29][cH:30][cH:31]2)[cH:3][cH:4][c:5]2[c:6]3[c:7]([c:8]([NH2:12])[n:9][c:10]2[cH:11]1)[n:13][c:14]([CH2:20][CH2:21][CH3:22])[n:15]3[NH:16][CH:17]([CH3:18])[CH3:19]. The reactants are OC=1C=C2C=CC(=CC2=CC1)CN(C(=O)C=1C=NN(C1CCC)C1=CC=CC=C1)C (1-Phenyl-5-propyl-1H-pyrazole-4-carboxylic acid (6-hydroxy-naphthalen-2ylmethyl)-methyl-amide), BrBr (bromine). Solvent: C(C)(=O)O (acetic acid), C(C)(=O)O (acetic acid). Reaction conditions: time 2 day. The product is BrC1=C2C=CC(=CC2=CC=C1O)CN(C(=O)C=1C=NN(C1CCC)C1=CC=CC=C1)C (1-phenyl-5-propyl-1H-pyrazole-4-carboxylic acid (5-bromo-6-hydroxy-naphthalen-2-ylmethyl)-methyl-amide). Isolated yield 98.5%. Reaction SMILES: [OH:1][C:2]1[CH:3]=[C:4]2[C:9](=[CH:10][CH:11]=1)[CH:8]=[C:7]([CH2:12][N:13]([CH3:30])[C:14]([C:16]1[CH:17]=[N:18][N:19]([C:24]3[CH:29]=[CH:28][CH:27]=[CH:26][CH:25]=3)[C:20]=1[CH2:21][CH2:22][CH3:23])=[O:15])[CH:6]=[CH:5]2.[Br:31]Br>C(O)(=O)C>[Br:31][C:3]1[C:2]([OH:1])=[CH:11][CH:10]=[C:9]2[C:4]=1[CH:5]=[CH:6][C:7]([CH2:12][N:13]([CH3:30])[C:14]([C:16]1[CH:17]=[N:18][N:19]([C:24]3[CH:25]=[CH:26][CH:27]=[CH:28][CH:29]=3)[C:20]=1[CH2:21][CH2:22][CH3:23])=[O:15])=[CH:8]2. Procedure details: 1-Phenyl-5-propyl-1H-pyrazole-4-carboxylic acid (6-hydroxy-naphthalen-2ylmethyl)-methyl-amide (3.2 g, 8 mmol), prepared in the previous step, was dissolved in 300 mL glacial acetic acid (with warming). A solution of bromine (0.41 mL, 8 mmol) in 50 mL of glacial acetic acid was added under nitrogen dropwise over 2 h to the reaction at room temperature. After the addition the reaction stirred for 2 days. The solvent was removed under reduced pressure and the residue diluted with methylene chloride... Reactants: C(C)OC(CC(=O)C1=C(C=CC(=C1)Cl)OC)=O (3-(5-chloro-2-methoxy-phenyl)-3-oxopropionic acid ethyl ester), Cl.C(C)(=N)N (acetamidine hydrochloride), C([O-])([O-])=O.[K+].[K+] (potassium carbonate). Run in C(C)O (ethanol). Run at temperature 100 celsius, time 60 hour. The product is ClC=1C=CC(=C(C1)C1=CC(NC(=N1)C)=O)OC (6-(5-chloro-2-methoxy-phenyl)-2-methyl-3H-pyrimidin-4-one). Yield: 66.1%. Reaction SMILES: C(O[C:4](=[O:17])[CH2:5][C:6]([C:8]1[CH:13]=[C:12]([Cl:14])[CH:11]=[CH:10][C:9]=1[O:15][CH3:16])=O)C.Cl.[C:19]([NH2:22])(=[NH:21])[CH3:20].C(=O)([O-])[O-].[K+].[K+]>C(O)C>[Cl:14][C:12]1[CH:11]=[CH:10][C:9]([O:15][CH3:16])=[C:8]([C:6]2[N:21]=[C:19]([CH3:20])[NH:22][C:4](=[O:17])[CH:5]=2)[CH:13]=1 |f:1.2,3.4.5|. Procedure details: A mixture of 3-(5-chloro-2-methoxy-phenyl)-3-oxopropionic acid ethyl ester (0.9 g, 3.2 mmol), acetamidine hydrochloride (448 mg, 4.7 mmol) and potassium carbonate (1.3 g, 9.6 mmol) in ethanol (15 ml) was stirred at 100° C. in thick wall tube for 60 hours. After cooling to room temperature, the mixture was poured into ice cold water. The solid was collected by filtration, washed with water and ether and dried under vacuum to provide 6-(5-chloro-2-methoxy-phenyl)-2-methyl-3H-pyrimidin-4-one (530 m... Reactants: BrC=1C=CC=2N(C1)N=C(N2)N(CC)CC ((6-bromo-[1,2,4]triazolo[1,5-a]pyridin-2-yl)-diethyl-amine), N1(CCOCC1)C1=NN2C(C=CC(=C2)N)=N1 (2-morpholin-4-yl-[1,2,4]triazolo[1,5-a]pyridin-6-ylamine), solid. The product is C(C)N(C1=NN2C(C=CC(=C2)N)=N1)CC (N*2*,N*2*-Diethyl-[1,2,4]triazolo[1,5-a]pyridine-2,6-diamine). Reaction SMILES: BrC1C=CC2N(N=C(N(CC)CC)N=2)C=1.[N:16]1([C:22]2[N:31]=[C:25]3[CH:26]=[CH:27][C:28]([NH2:30])=[CH:29][N:24]3[N:23]=2)[CH2:21][CH2:20]O[CH2:18][CH2:17]1>>[CH2:21]([N:16]([CH2:17][CH3:18])[C:22]1[N:31]=[C:25]2[CH:26]=[CH:27][C:28]([NH2:30])=[CH:29][N:24]2[N:23]=1)[CH3:20]. Reported procedure: Using (6-bromo-[1,2,4]triazolo[1,5-a]pyridin-2-yl)-diethyl-amine, this compound was prepared following the same methods as for the synthesis of 2-morpholin-4-yl-[1,2,4]triazolo[1,5-a]pyridin-6-ylamine. Brown solid (500 mg, 66%). MS: m/z=206 (M+H+). The reactants are NC=1C=C(C=CC1)S(=O)(=O)NCC1=CC(=CC=C1)NC1=NC(=NC=C1Cl)Cl (3-amino-N-{3-[(2,5-dichloropyrimidin-4-yl)amino]benzyl}benzenesulfonamide), Cl (hydrogen chloride). Run in COCCO (2-methoxyethanol), O1CCOCC1 (1,4-dioxane), C(=O)([O-])[O-].[Na+].[Na+] (Na2CO3). Conditions: temperature 150 celsius. Product: ClC=1C=NC=2NC=3C=CC=C(S(NCC4=CC=CC(NC1N2)=C4)(=O)=O)C3 (6-Chloro-16-thia-2,4,8,15,23-pentaazatetracyclo[15.3.1.1(3,7).1(9,13)]tricosa-1(21),3(23),4,6,9(22),10,12,17,19-nonaene 16,16-dioxide). As a reaction SMILES: [NH2:1][C:2]1[CH:3]=[C:4]([S:8]([NH:11][CH2:12][C:13]2[CH:18]=[CH:17][CH:16]=[C:15]([NH:19][C:20]3[C:25]([Cl:26])=[CH:24][N:23]=[C:22](Cl)[N:21]=3)[CH:14]=2)(=[O:10])=[O:9])[CH:5]=[CH:6][CH:7]=1.Cl>COCCO.O1CCOCC1.C([O-])([O-])=O.[Na+].[Na+]>[Cl:26][C:25]1[CH:24]=[N:23][C:22]2[NH:1][C:2]3[CH:7]=[CH:6][CH:5]=[C:4]([CH:3]=3)[S:8](=[O:10])(=[O:9])[NH:11][CH2:12][C:13]3[CH:14]=[C:15]([NH:19][C:20]=1[N:21]=2)[CH:16]=[CH:17][CH:18]=3 |f:4.5.6|. Reported procedure: To a solution of 3-amino-N-{3-[(2,5-dichloropyrimidin-4-yl)amino]benzyl}benzenesulfonamide (38.0 mg, 0.089 mmol) in 2-methoxyethanol (0.49 mL) was added 4.0 M of hydrogen chloride in 1,4-dioxane (45 μL). The resulting mixture was heated at 150° C. in the microwave for 15 min. The mixture was diluted with Na2CO3 (aq), extracted with EtOAc three times. The combined organic layers were dried, filtered and concentrated to give the crude, which was purified by Combi-Flash column chromatography (4 g c... The reactants are BrC1CSC2=CC(=CC=C2C1O)Cl (3-bromo-7-chlorothiochroman-4-ol), N1C=NC=C1 (imidazole), C(C)#N (acetonitrile). Run in O (water). The product is ClC=1C=CC2=C(S[C@H]([C@H]2O)CC=2NC=CN2)C1 (cis-6-chloro-2,3-dihydro-3-hydroxy-2-(1'-imidazolylmethyl)benzo(b)thiophene). Reported procedure: Add 3-bromo-7-chlorothiochroman-4-ol (5.27 gms., 18.8 mmols) and imidazole (12.8 gms., 188 mmols) to acetonitrile (100 ml.), and heat at reflux temperature for 4 hours. Pour the reaction mixture into water (500 ml.), and extract with chloroform (500 ml.). Wash the organic layer with water (500 ml.), dry the organic layer over anhydrous magnesium sulfate, filter and evaporate in vacuo. Triturate the resultant residue with anhydrous ether, filter and recrystallize from acetonitrile to give cis-6-c... RXN SMILES: Br[CH:2]1[CH:11]([OH:12])[C:10]2[C:5](=[CH:6][C:7]([Cl:13])=[CH:8][CH:9]=2)[S:4][CH2:3]1.[NH:14]1[CH:18]=[CH:17][N:16]=[CH:15]1.C(#N)C>O>[Cl:13][C:7]1[CH:8]=[CH:9][C:10]2[C@H:11]([OH:12])[C@H:2]([CH2:3][C:15]3[NH:14][CH:18]=[CH:17][N:16]=3)[S:4][C:5]=2[CH:6]=1. The reactants are COc1ccc2cc(C(C)C(=O)O)ccc2c1, CNOC. The reagents and catalysts are CCN=C=NCCCN(C)C.Cl (EDC-HCl), CN1CCOCC1 (NMM). The solvent is CN(C)C=O (DMF), CN(C)C=O (DMF), CN(C)C=O (DMF), CN(C)C=O (DMF), CN(C)C=O (DMF), CN(C)C=O (DMF). Run at temperature 25 celsius, time 2 hour. Product: COc1ccc2cc(C(C)C(=O)N(C)OC)ccc2c1. Yield: 15.6%. As a reaction SMILES: CNOC.COc1ccc2cc(C(C)C(=O)O)ccc2c1.CCN=C=NCCCN(C)C.Cl.CN1CCOCC1.CN(C)C=O>>COc1ccc2cc(C(C)C(=O)N(C)OC)ccc2c1. Starting materials: [Al+3], C1CCOC1, [H-], [H-], [H-], [H-], [Li+], NS(=O)(=O)c1ccc(C(=O)O)cc1. Product: NS(=O)(=O)c1ccc(CO)cc1. RXN SMILES: [Al+3:2].[CH2:20]1[O:21][CH2:22][CH2:23][CH2:24]1.[H-:1].[H-:4].[H-:5].[H-:6].[Li+:3].[S:7]([NH2:8])(=[O:9])(=[O:10])[c:11]1[cH:12][cH:13][c:14]([C:15](=[O:16])[OH:17])[cH:18][cH:19]1>>[S:7]([NH2:8])(=[O:9])(=[O:10])[c:11]1[cH:12][cH:13][c:14]([CH2:15][OH:16])[cH:18][cH:19]1.